From a dataset of the Open Reaction Database (ORD), a public repository of structured organic reaction records. describe an organic reaction: reactants, conditions, products, and yield Starting materials: OC1=C2CCCC(C2=CC=C1)=O (5-hydroxy-1-oxotetraline), BrCCCBr (1,3-dibromopropane), C([O-])([O-])=O.[K+].[K+] (potassium carbonate). Solvent: C(C)(C)O (isopropanol), C(Cl)(Cl)Cl (chloroform). Product: BrCCCOC1=C2CCCC(C2=CC=C1)=O (5-(3-bromopropoxy)-1-oxotetraline). The yield is 57.0%. RXN SMILES: [OH:1][C:2]1[CH:11]=[CH:10][CH:9]=[C:8]2[C:3]=1[CH2:4][CH2:5][CH2:6][C:7]2=[O:12].[Br:13][CH2:14][CH2:15][CH2:16]Br.C(=O)([O-])[O-].[K+].[K+]>C(O)(C)C.C(Cl)(Cl)Cl>[Br:13][CH2:14][CH2:15][CH2:16][O:1][C:2]1[CH:11]=[CH:10][CH:9]=[C:8]2[C:3]=1[CH2:4][CH2:5][CH2:6][C:7]2=[O:12] |f:2.3.4|. Procedure details: 32.43 g (0.2 mol) 5-hydroxy-1-oxotetraline and 120.14 g (0.6 mol) 1,3-dibromopropane were, while stirring, heated to the boil in 200 ml anhydrous isopropanol and thereafter 41.46 g (0.3 mol) pulverized anhydrous potassium carbonate were added thereto over the course of about three hours. Subsequently, the reaction mixture was vigorously stirred for six hours at reflux temperature, then filtered with suction and the filter cake washed out with isopropanol. The filtrate was evaporated in a vacuum ... Yield: 77.3%. Procedure details: To a mixture of (2S,4R)-4-(4-chlorophenylsulfonylamino)-2-[(Z)-5-methoxycarbonyl-1-pentenyl]pyrrolidine (356 mg) and nicotinaldehyde (98.6 mg) in methanol (5 ml) were added acetic acid (0.1 ml) and sodium cyanoborohydride (58 mg) and the mixture was stirred at room temperature for 3 hours. Saturated aqueous sodium bicarbonate (20 ml) was added to the solution and the aqueous solution was extracted with chloroform (50 ml). The organic layer was washed with brine and dried over magnesium sulfate. ... Reactants: C([O-])(O)=O.[Na+] (sodium bicarbonate), C(#N)[BH3-].[Na+] (sodium cyanoborohydride), ClC1=CC=C(C=C1)S(=O)(=O)N[C@@H]1C[C@H](NC1)\C=C/CCCC(=O)OC ((2S,4R)-4-(4-chlorophenylsulfonylamino)-2-[(Z)-5-methoxycarbonyl-1-pentenyl]pyrrolidine), C(C1=CN=CC=C1)=O (nicotinaldehyde). The product is ClC1=CC=C(C=C1)S(=O)(=O)N[C@@H]1C[C@H](N(C1)CC=1C=NC=CC1)\C=C/CCCC(=O)OC ((2S,4R)-4-(4-chlorophenylsulfonylamino)-2-[(Z)-5-methoxycarbonyl-1-pentenyl]-1-(3-pyridylmethyl)pyrrolidine). Reaction SMILES: [Cl:1][C:2]1[CH:7]=[CH:6][C:5]([S:8]([NH:11][C@H:12]2[CH2:16][NH:15][C@H:14](/[CH:17]=[CH:18]\[CH2:19][CH2:20][CH2:21][C:22]([O:24][CH3:25])=[O:23])[CH2:13]2)(=[O:10])=[O:9])=[CH:4][CH:3]=1.[CH:26](=O)[C:27]1[CH:32]=[CH:31][CH:30]=[N:29][CH:28]=1.C([BH3-])#N.[Na+].C(=O)(O)[O-].[Na+]>CO.C(O)(=O)C>[Cl:1][C:2]1[CH:3]=[CH:4][C:5]([S:8]([NH:11][C@H:12]2[CH2:16][N:15]([CH2:26][C:27]3[CH:28]=[N:29][CH:30]=[CH:31][CH:32]=3)[C@H:14](/[CH:17]=[CH:18]\[CH2:19][CH2:20][CH2:21][C:22]([O:24][CH3:25])=[O:23])[CH2:13]2)(=[O:10])=[O:9])=[CH:6][CH:7]=1 |f:2.3,4.5|. Reaction conditions: time 3 hour. Run in C(C)(=O)O (acetic acid), CO (methanol).